Dataset: the Open Reaction Database (ORD), a public repository of structured organic reaction records. Task: describe an organic reaction: reactants, conditions, products, and yield Starting materials: [Br-], C=CCO, CCCC[N+](CCCC)(CCCC)CCCC, CC1CO1, C=Cc1ccc(CCl)cc1, [Na], O. Product: C=CCOCc1ccc(C=C)cc1. Reaction SMILES: [Br-:20].[CH2:1]([CH:2]=[CH2:3])[OH:4].[CH3:21][CH2:22][CH2:23][CH2:24][N+:25]([CH2:26][CH2:27][CH2:28][CH3:29])([CH2:30][CH2:31][CH2:32][CH3:33])[CH2:34][CH2:35][CH2:36][CH3:37].[CH3:5][CH:6]1[O:7][CH2:8]1.[CH:10](=[CH2:11])[c:12]1[cH:13][cH:14][c:15]([CH2:16][Cl:17])[cH:18][cH:19]1.[Na:9].[OH2:38]>>[CH2:1]([CH:2]=[CH2:3])[O:4][CH2:16][c:15]1[cH:14][cH:13][c:12]([CH:10]=[CH2:11])[cH:19][cH:18]1. The reactants are C(CC(=O)C)(=O)OCC (ethyl acetoacetate), N (ammonia), C(C)OC(=O)C1=C(NC(=C(C1C1=CC=CC(=[N+]1[O-])C)C(=O)OCC)C)C (2,6-dimethyl-4-(2-methyl-1-oxido-6-pyridyl)-1,4-dihydropyridine-3,5-dicarboxylic acid diethyl ester). Solvent: C(C)O (ethanol). The product is CC1=[N+](C(=CC=C1)C=O)[O-] (2-methylpyridine-6-carboxaldehyde-1-oxide). As a reaction SMILES: [C:1]([O:7]CC)(=O)[CH2:2][C:3]([CH3:5])=O.N.C(OC(C1C(C2[N+:27]([O-:28])=[C:26]([CH3:29])[CH:25]=CC=2)C(C(OCC)=O)=C(C)NC=1C)=O)C>C(O)C>[CH3:29][C:26]1[CH:25]=[CH:5][CH:3]=[C:2]([CH:1]=[O:7])[N+:27]=1[O-:28]. Procedure details: Analogously to the process described in Example 1 there is obtained from 24.1 g of 2-methylpyridine-6-carboxaldehyde-1-oxide, 40 ml of ethanol, 50.4 ml of ethyl acetoacetate and 20 ml of 25% aqueous ammonia, 2,6-dimethyl-4-(2-methyl-1-oxido-6-pyridyl)-1,4-dihydropyridine-3,5-dicarboxylic acid diethyl ester which, after recrystallisation from ethanol, melts at 224°-225° (with decomposition). Starting materials: CC(C)O, CCN(C(C)C)C(C)C, N#CCCN1CCC(N)CC1, O=[N+]([O-])c1cnc2c(ccn2S(=O)(=O)c2ccccc2)c1Cl. Product: N#CCCN1CCC(Nc2c([N+](=O)[O-])cnc3c2ccn3S(=O)(=O)c2ccccc2)CC1. As a reaction SMILES: [CH3:43][CH:44]([OH:45])[CH3:46].[CH:34]([N:35]([CH:36]([CH3:37])[CH3:38])[CH2:39][CH3:40])([CH3:41])[CH3:42].[NH2:23][CH:24]1[CH2:25][CH2:26][N:27]([CH2:30][CH2:31][C:32]#[N:33])[CH2:28][CH2:29]1.[c:1]1([S:7](=[O:8])(=[O:9])[n:10]2[cH:11][cH:12][c:13]3[c:14]2[n:15][cH:16][c:17]([N+:20](=[O:21])[O-:22])[c:18]3[Cl:19])[cH:2][cH:3][cH:4][cH:5][cH:6]1>>[c:1]1([S:7](=[O:8])(=[O:9])[n:10]2[cH:11][cH:12][c:13]3[c:14]2[n:15][cH:16][c:17]([N+:20](=[O:21])[O-:22])[c:18]3[NH:23][CH:24]2[CH2:25][CH2:26][N:27]([CH2:30][CH2:31][C:32]#[N:33])[CH2:28][CH2:29]2)[cH:2][cH:3][cH:4][cH:5][cH:6]1. Reaction SMILES: [C:6]([CH3:7])([CH3:8])([CH3:9])[c:10]1[n:11][c:12](-[c:15]2[o:16][c:17]3[c:18]([cH:19]2)[cH:20][c:21]([O:24][CH2:25][c:26]2[c:27]([O:28][CH:29]([C:30](=[O:31])[NH2:32])[CH2:33][CH2:34][CH3:35])[cH:36][cH:37][cH:38][cH:39]2)[cH:22][cH:23]3)[s:13][cH:14]1.[CH3:40][N:41]([CH3:42])[CH:43]=[O:44].[P:1]([Cl:2])([Cl:3])([Cl:4])=[O:5]>>[C:6]([CH3:7])([CH3:8])([CH3:9])[c:10]1[n:11][c:12](-[c:15]2[o:16][c:17]3[c:18]([cH:19]2)[cH:20][c:21]([O:24][CH2:25][c:26]2[c:27]([O:28][CH:29]([C:30]#[N:32])[CH2:33][CH2:34][CH3:35])[cH:36][cH:37][cH:38][cH:39]2)[cH:22][cH:23]3)[s:13][cH:14]1. The reactants are CCCC(Oc1ccccc1COc1ccc2oc(-c3nc(C(C)(C)C)cs3)cc2c1)C(N)=O, CN(C)C=O, O=P(Cl)(Cl)Cl. Yields the product CCCC(C#N)Oc1ccccc1COc1ccc2oc(-c3nc(C(C)(C)C)cs3)cc2c1.